This data is from the Open Reaction Database (ORD), a public repository of structured organic reaction records. The task is: describe an organic reaction: reactants, conditions, products, and yield Starting materials: CCO, CC(=O)Nc1nc2c(Oc3cc(-c4ccc(C(F)(F)F)cc4)nc(Cl)n3)cccc2s1, CC(C)(C)OC(=O)N1CCNCC1. The product is CC(=O)Nc1nc2c(Oc3cc(-c4ccc(C(F)(F)F)cc4)nc(N4CCN(C(=O)OC(C)(C)C)CC4)n3)cccc2s1. Reaction SMILES: [CH3:45][CH2:46][OH:47].[Cl:1][c:2]1[n:3][c:4](-[c:22]2[cH:23][cH:24][c:25]([C:28]([F:29])([F:30])[F:31])[cH:26][cH:27]2)[cH:5][c:6]([O:8][c:9]2[cH:10][cH:11][cH:12][c:13]3[c:14]2[n:15][c:16]([NH:18][C:19]([CH3:20])=[O:21])[s:17]3)[n:7]1.[N:32]1([C:38](=[O:39])[O:40][C:41]([CH3:42])([CH3:43])[CH3:44])[CH2:33][CH2:34][NH:35][CH2:36][CH2:37]1>>[c:2]1([N:35]2[CH2:34][CH2:33][N:32]([C:38](=[O:39])[O:40][C:41]([CH3:42])([CH3:43])[CH3:44])[CH2:37][CH2:36]2)[n:3][c:4](-[c:22]2[cH:23][cH:24][c:25]([C:28]([F:29])([F:30])[F:31])[cH:26][cH:27]2)[cH:5][c:6]([O:8][c:9]2[cH:10][cH:11][cH:12][c:13]3[c:14]2[n:15][c:16]([NH:18][C:19]([CH3:20])=[O:21])[s:17]3)[n:7]1. Reactants: [Sn](Cl)(Cl)(Cl)Cl (tin(IV) chloride), [OH-].[Na+] (sodium hydroxide), C(C)(C)(C)C1=CC(=C(N1CCC1=CC=C(C=C1)F)C)C(=O)OCC (ethyl 5-tert-butyl-1-[2-(4-fluorophenyl)ethyl]-2-methyl-1H-pyrrole-3-carboxylate), C(C)(=O)Cl (acetyl chloride). The solvent is ClCCl (dichloromethane), C1(=CC=CC=C1)C (toluene). Reaction conditions: time 6 hour. The product is C(C)(=O)C1=CC(=C(N1CCC1=CC=C(C=C1)F)C)C(=O)OCC (ethyl 5-acetyl-1-[2-(4-fluorophenyl)ethyl]-2-methyl-1H-pyrrole-3-carboxylate). RXN SMILES: [C:1]([C:5]1[N:9]([CH2:10][CH2:11][C:12]2[CH:17]=[CH:16][C:15]([F:18])=[CH:14][CH:13]=2)[C:8]([CH3:19])=[C:7]([C:20]([O:22][CH2:23][CH3:24])=[O:21])[CH:6]=1)(C)(C)[CH3:2].C(Cl)(=[O:27])C.[Sn](Cl)(Cl)(Cl)Cl.[OH-].[Na+]>C1(C)C=CC=CC=1.ClCCl>[C:1]([C:5]1[N:9]([CH2:10][CH2:11][C:12]2[CH:17]=[CH:16][C:15]([F:18])=[CH:14][CH:13]=2)[C:8]([CH3:19])=[C:7]([C:20]([O:22][CH2:23][CH3:24])=[O:21])[CH:6]=1)(=[O:27])[CH3:2] |f:3.4|. Reported procedure: Bioorganic & Medicinal Chem. Lett., 14 (2004), 1295-1298, was used as a reference. A 1.00 g portion of ethyl 5-tert-butyl-1-[2-(4-fluorophenyl)ethyl]-2-methyl-1H-pyrrole-3-carboxylate was dissolved in 15 ml of toluene, 0.26 ml of acetyl chloride was added thereto, and 3.6 ml of tin(IV) chloride (a 1 M dichloromethane solution) was added dropwise thereto at 0° C., followed by stirring at room temperature for 6 hours. After adjusting to pH 12 by adding 25 ml of a 1 M sodium hydroxide aqueous solut... Reactants: ClCC1=NC2=CC(=C(C=C2C(=C1C(=O)OCC)C1=CC(=C(C=C1)OC)OC)OC)OC (ethyl 2-chloromethyl-4-(3,4-dimethoxyphenyl)-6,7-dimethoxyquinoline-3-carboxylate), ClC1=CC(=CC=C1)C(=O)OO (m-chloroperbenzoic acid). The solvent is CO (methanol). Yields the product ClCC1=[N+](C2=CC(=C(C=C2C(=C1C(=O)OCC)C1=CC(=C(C=C1)OC)OC)OC)OC)[O-] (ethyl 2-chloromethyl-4-(3,4-dimethoxyphenyl)-6,7-dimethoxyquinoline-3-carboxylate 1-oxide). The yield is 64.4%. RXN SMILES: [Cl:1][CH2:2][C:3]1[C:12]([C:13]([O:15][CH2:16][CH3:17])=[O:14])=[C:11]([C:18]2[CH:23]=[CH:22][C:21]([O:24][CH3:25])=[C:20]([O:26][CH3:27])[CH:19]=2)[C:10]2[C:5](=[CH:6][C:7]([O:30][CH3:31])=[C:8]([O:28][CH3:29])[CH:9]=2)[N:4]=1.ClC1C=CC=C(C(OO)=[O:40])C=1>CO>[Cl:1][CH2:2][C:3]1[C:12]([C:13]([O:15][CH2:16][CH3:17])=[O:14])=[C:11]([C:18]2[CH:23]=[CH:22][C:21]([O:24][CH3:25])=[C:20]([O:26][CH3:27])[CH:19]=2)[C:10]2[C:5](=[CH:6][C:7]([O:30][CH3:31])=[C:8]([O:28][CH3:29])[CH:9]=2)[N+:4]=1[O-:40]. Procedure details: A mixture of ethyl 2-chloromethyl-4-(3,4-dimethoxyphenyl)-6,7-dimethoxyquinoline-3-carboxylate (3.0 g), m-chloroperbenzoic acid (85%, 2.3 g) and methanol (40 ml) was stirred under reflux for 2 hours. The reaction mixture was concentrated under reduced pressure. The residue was dissolved in chloroform. The chloroform layer was washed with water and dried over magnesium sulfate, and the solvent was evaporated under reduced pressure. The residue was subjected to column chromatography on silica gel.... Reactants: CC(C)=CCCl, CCCC(=O)c1cccnc1. Product: [Cl-], CCCC(=O)c1ccc[n+](CC=C(C)C)c1. Reaction SMILES: [Cl:12][CH2:13][CH:14]=[C:15]([CH3:16])[CH3:17].[n:1]1[cH:2][c:3]([C:7](=[O:8])[CH2:9][CH2:10][CH3:11])[cH:4][cH:5][cH:6]1>>[Cl-:12].[n+:1]1([CH2:13][CH:14]=[C:15]([CH3:16])[CH3:17])[cH:2][c:3]([C:7](=[O:8])[CH2:9][CH2:10][CH3:11])[cH:4][cH:5][cH:6]1. Reactants: ClC1=CC=C(C=C1)CN1CCN(CC1)CCCOC1=CC2=C(C(=C(C(O2)=O)CC2=CC=CC=C2)C(=O)OCC)C=C1 (ethyl 7-{3-{4-[(4-chlorophenyl)-methyl]-1-piperazinyl}-propoxy}-3-phenylmethyl-2H-1-benzopyran-2-one-4-carboxylate), OC1=CC2=C(C(=C(C(O2)=O)CC2=CC=CC=C2)C(=O)OCC)C=C1 (ethyl 7-hydroxy-3-phenylmethyl-2H-1-benzopyran-2-one-4-carboxylate), ClC1=CC=C(C=C1)CN1CCN(CC1)CCCCl (3-{4-[(4-chlorophenyl)-methyl]-1-piperazinyl}-propyl chloride). Reported procedure: ethyl 7-{3-{4-[(4-chlorophenyl)-methyl]-1-piperazinyl}-propoxy}-3-phenylmethyl-2H-1-benzopyran-2-one-4-carboxylate from ethyl 7-hydroxy-3-phenylmethyl-2H-1-benzopyran-2-one-4-carboxylate and 3-{4-[(4-chlorophenyl)-methyl]-1-piperazinyl}-propyl chloride. Product: ClC1=CC=C(C=C1)CN1CCN(CC1)CCCOC1=CC2=C(C(=C(C(O2)=O)C)C(=O)OCC)C=C1 (Ethyl 7-{3-{4-[(4-chlorophenyl)-methyl]-1-piperazinyl}-propoxy}3-methyl-2H-1-benzopyran-2-one-4-carboxylate). As a reaction SMILES: [Cl:1][C:2]1[CH:7]=[CH:6][C:5]([CH2:8][N:9]2[CH2:14][CH2:13][N:12]([CH2:15][CH2:16][CH2:17][O:18][C:19]3[CH:41]=[CH:40][C:22]4[C:23]([C:35]([O:37][CH2:38][CH3:39])=[O:36])=[C:24]([CH2:28]C5C=CC=CC=5)[C:25](=[O:27])[O:26][C:21]=4[CH:20]=3)[CH2:11][CH2:10]2)=[CH:4][CH:3]=1.OC1C=CC2C(C(OCC)=O)=C(CC3C=CC=CC=3)C(=O)OC=2C=1.ClC1C=CC(CN2CCN(CCCCl)CC2)=CC=1>>[Cl:1][C:2]1[CH:3]=[CH:4][C:5]([CH2:8][N:9]2[CH2:14][CH2:13][N:12]([CH2:15][CH2:16][CH2:17][O:18][C:19]3[CH:41]=[CH:40][C:22]4[C:23]([C:35]([O:37][CH2:38][CH3:39])=[O:36])=[C:24]([CH3:28])[C:25](=[O:27])[O:26][C:21]=4[CH:20]=3)[CH2:11][CH2:10]2)=[CH:6][CH:7]=1. Reactants: CC(=O)C(C)(C)C, O=Cc1ccc(Cl)cc1, [Na+], [OH-], O. Product: CC(C)(C)C(=O)C=Cc1ccc(Cl)cc1. Reaction SMILES: [CH3:10][C:11]([C:12]([CH3:13])([CH3:14])[CH3:15])=[O:16].[Cl:1][c:2]1[cH:3][cH:4][c:5]([CH:6]=[O:7])[cH:8][cH:9]1.[Na+:18].[OH-:17].[OH2:19]>>[Cl:1][c:2]1[cH:3][cH:4][c:5]([CH:6]=[CH:10][C:11]([C:12]([CH3:13])([CH3:14])[CH3:15])=[O:16])[cH:8][cH:9]1.